Dataset: the Open Reaction Database (ORD), a public repository of structured organic reaction records. Task: describe an organic reaction: reactants, conditions, products, and yield Starting materials: NC=1N=C(C(=NC1Br)C=1C=CC(N(C1)C(C)C)=O)C1=CC=CC=C1 (5-(5-amino-6-bromo-3-phenyl-2-pyrazinyl)-1-isopropyl-2(1H)-pyridone), C1(=CC=CC=C1)B(O)O (phenylboronic acid), CCOC(=O)C (EtOAc), C(=O)([O-])[O-].[Na+].[Na+] (Na2CO3). The reagents and catalysts are C=1C=CC(=CC1)[P](C=2C=CC=CC2)(C=3C=CC=CC3)[Pd]([P](C=4C=CC=CC4)(C=5C=CC=CC5)C=6C=CC=CC6)([P](C=7C=CC=CC7)(C=8C=CC=CC8)C=9C=CC=CC9)[P](C=1C=CC=CC1)(C=1C=CC=CC1)C=1C=CC=CC1 (Pd(PPh3)4). Run in O (water), O (water), O1CCOCC1 (dioxane). Conditions: time 1 hour. The product is NC=1N=C(C(=NC1C1=CC=CC=C1)C=1C=CC(N(C1)C(C)C)=O)C1=CC=CC=C1 (5-(5-amino-3,6-diphenyl-2-pyrazinyl)-1-isopropyl-2(1H)-pyridone). The yield is 84.6%. Reaction SMILES: [NH2:1][C:2]1[N:3]=[C:4]([C:19]2[CH:24]=[CH:23][CH:22]=[CH:21][CH:20]=2)[C:5]([C:9]2[CH:10]=[CH:11][C:12](=[O:18])[N:13]([CH:15]([CH3:17])[CH3:16])[CH:14]=2)=[N:6][C:7]=1Br.[C:25]1(B(O)O)[CH:30]=[CH:29][CH:28]=[CH:27][CH:26]=1.C([O-])([O-])=O.[Na+].[Na+].CCOC(C)=O>O.O1CCOCC1.C1C=CC([P]([Pd]([P](C2C=CC=CC=2)(C2C=CC=CC=2)C2C=CC=CC=2)([P](C2C=CC=CC=2)(C2C=CC=CC=2)C2C=CC=CC=2)[P](C2C=CC=CC=2)(C2C=CC=CC=2)C2C=CC=CC=2)(C2C=CC=CC=2)C2C=CC=CC=2)=CC=1>[NH2:1][C:2]1[N:3]=[C:4]([C:19]2[CH:24]=[CH:23][CH:22]=[CH:21][CH:20]=2)[C:5]([C:9]2[CH:10]=[CH:11][C:12](=[O:18])[N:13]([CH:15]([CH3:17])[CH3:16])[CH:14]=2)=[N:6][C:7]=1[C:25]1[CH:30]=[CH:29][CH:28]=[CH:27][CH:26]=1 |f:2.3.4,^1:56,58,77,96|. Procedure: A mixture of 5-(5-amino-6-bromo-3-phenyl-2-pyrazinyl)-1-isopropyl-2(1H)-pyridone (100 mg), phenylboronic acid (79 mg), Pd(PPh3)4 (9 mg), a solution of Na2CO3 (110 mg) in water (0.8 ml) and dioxane (2.0 ml) was heated at 90° C. with stirring for 1 hour. After cooling, EtOAc and water were poured into the mixture, and the organic layer was separated, washed with water and brine, and dried over MgSO4. The solvent was removed under reduced pressure. The residue was recrystallized from MeOH-IPE and d... Starting materials: COC(=O)C1=CC=C(C(=O)NC2=C(C=CC=C2)OC)C=C1 (4-methoxycarbonyl-2'-methoxybenzanilide), COC(=O)C1=CC=C(C(=O)NC2=C(C=CC=C2)OC)C=C1 (4-Methoxycarbonyl-2'-methoxybenzanilide), COC=1C=CC(=CC1)P2(=S)SP(=S)(S2)C=3C=CC(=CC3)OC (Lawesson's reagent). Solvent: C1(=CC=CC=C1)C (toluene). Product: COC(=O)C1=CC=C(C(NC2=C(C=CC=C2)OC)=S)C=C1 (4-methoxycarbonyl-2'-methoxybenzothioanilide). Yield: 96.6%. Reaction SMILES: [CH3:1][O:2][C:3]([C:5]1[CH:21]=[CH:20][C:8]([C:9]([NH:11][C:12]2[CH:17]=[CH:16][CH:15]=[CH:14][C:13]=2[O:18][CH3:19])=O)=[CH:7][CH:6]=1)=[O:4].COC1C=CC(P2(SP(C3C=CC(OC)=CC=3)(=S)S2)=[S:31])=CC=1>C1(C)C=CC=CC=1>[CH3:1][O:2][C:3]([C:5]1[CH:21]=[CH:20][C:8]([C:9](=[S:31])[NH:11][C:12]2[CH:17]=[CH:16][CH:15]=[CH:14][C:13]=2[O:18][CH3:19])=[CH:7][CH:6]=1)=[O:4]. Procedure details: The 4-methoxycarbonyl-2'-methoxybenzanilide (123.2 g) obtained in (1) was dissolved in 400 ml of toluene, and 96.1 g of Lawesson's reagent was added. The mixture was refluxed for 2 hours. After the reaction, the reaction mixture was hot-filtered. The filtrate was left to stand until it cooled to room temperature. The precipitated crystals were collected by filtration and washed with a small amount of benzene to give 69.2 g of 4-methoxycarbonyl-2'-methoxybenzothioanilide.